This data is from the Open Reaction Database (ORD), a public repository of structured organic reaction records. The task is: describe an organic reaction: reactants, conditions, products, and yield As a reaction SMILES: [OH:1][C:2]1[CH:12]=[CH:11][C:5]2[C:6](=[O:10])[CH2:7][CH2:8][O:9][C:4]=2[C:3]=1[CH2:13][CH2:14][CH3:15].C[O:17][C:18](=[O:49])[CH2:19][CH2:20][C:21]1[C:26]([CH2:27][CH2:28][CH2:29][CH2:30][CH2:31][CH2:32]OS(C)(=O)=O)=[CH:25][CH:24]=[CH:23][C:22]=1[O:38][CH2:39][CH2:40][CH2:41][CH2:42][CH2:43][CH2:44][C:45]([O:47]C)=[O:46]>>[C:45]([CH2:44][CH2:43][CH2:42][CH2:41][CH2:40][CH2:39][O:38][C:22]1[CH:23]=[CH:24][CH:25]=[C:26]([CH2:27][CH2:28][CH2:29][CH2:30][CH2:31][CH2:32][O:1][C:2]2[CH:12]=[CH:11][C:5]3[C:6](=[O:10])[CH2:7][CH2:8][O:9][C:4]=3[C:3]=2[CH2:13][CH2:14][CH3:15])[C:21]=1[CH2:20][CH2:19][C:18]([OH:49])=[O:17])([OH:47])=[O:46]. Procedure details: Using the procedure of example 184, 2,3-dihydro-7-hydroxy-8-propyl-4H-1-benzopyran-4-one was converted into the title compound by alkylation with 2-[(7-methoxy-7-oxoheptyl)oxy]-6-[6-(methylsulfonyl)oxyhexyl]benzenepropanoic acid methyl ester from the preceding example, followed by saponification, in 55% overall yield. The product was a colorless solid, mp 91°-93° C., recrystallized from hexane-ethyl acetate. Starting materials: OC1=C(C2=C(C(CCO2)=O)C=C1)CCC (2,3-dihydro-7-hydroxy-8-propyl-4H-1-benzopyran-4-one), COC(CCC1=C(C=CC=C1CCCCCCOS(=O)(=O)C)OCCCCCCC(=O)OC)=O (2-[(7-methoxy-7-oxoheptyl)oxy]-6-[6-(methylsulfonyl)oxyhexyl]benzenepropanoic acid methyl ester). Yields the product C(=O)(O)CCCCCCOC1=C(C(=CC=C1)CCCCCCOC1=C(C2=C(C(CCO2)=O)C=C1)CCC)CCC(=O)O (2-[(6-Carboxyhexyl)oxy]-6-[6-[(3,4-dihydro-4-oxo-8-propyl-2H-1-benzopyran-7-yl)oxy]hexyl]benzenepropanoic Acid).